Dataset: the Open Reaction Database (ORD), a public repository of structured organic reaction records. Task: describe an organic reaction: reactants, conditions, products, and yield The reactants are C1(=CC=CC=C1)C=1C=C(C=CC1)C (3-phenyltoluene), BrN1C(CCC1=O)=O (N-bromosuccinimide), N(=NC(C#N)(C)C)C(C#N)(C)C (azobisisobutyronitrile). Run in C(Cl)(Cl)(Cl)Cl (carbon tetrachloride). The product is C1(=CC=CC=C1)C=1C=C(CBr)C=CC1 (3-Phenylbenzyl bromide). As a reaction SMILES: [C:1]1([C:7]2[CH:8]=[C:9]([CH3:13])[CH:10]=[CH:11][CH:12]=2)[CH:6]=[CH:5][CH:4]=[CH:3][CH:2]=1.[Br:14]N1C(=O)CCC1=O.N(C(C)(C)C#N)=NC(C)(C)C#N>C(Cl)(Cl)(Cl)Cl>[C:1]1([C:7]2[CH:8]=[C:9]([CH:10]=[CH:11][CH:12]=2)[CH2:13][Br:14])[CH:2]=[CH:3][CH:4]=[CH:5][CH:6]=1. Reported procedure: 3-Phenylbenzyl bromide (melting point 54°-56° C.) was prepared by illumination of a solution of 3-phenyltoluene and N-bromosuccinimide in carbon tetrachloride in the presence of azobisisobutyronitrile.